Dataset: the Open Reaction Database (ORD), a public repository of structured organic reaction records. Task: describe an organic reaction: reactants, conditions, products, and yield The reactants are NC(=O)c1c(F)ccc(OCc2nc3ccc(Br)nc3s2)c1F, CCCC[Sn](CCCC)(CCCC)c1cccn1C, CN(C)C=O, O, [Pd], c1ccc(P(c2ccccc2)c2ccccc2)cc1, c1ccc(P(c2ccccc2)c2ccccc2)cc1, c1ccc(P(c2ccccc2)c2ccccc2)cc1, c1ccc(P(c2ccccc2)c2ccccc2)cc1. Yields the product Cn1cccc1-c1ccc2nc(COc3ccc(F)c(C(N)=O)c3F)sc2n1. RXN SMILES: [Br:1][c:2]1[cH:3][cH:4][c:5]2[c:6]([n:7]1)[s:8][c:9]([CH2:11][O:12][c:13]1[c:14]([F:23])[c:15]([C:16](=[O:17])[NH2:18])[c:19]([F:22])[cH:20][cH:21]1)[n:10]2.[CH3:24][n:25]1[c:26]([Sn:30]([CH2:31][CH2:32][CH2:33][CH3:34])([CH2:35][CH2:36][CH2:37][CH3:38])[CH2:39][CH2:40][CH2:41][CH3:42])[cH:27][cH:28][cH:29]1.[O:44]=[CH:45][N:46]([CH3:47])[CH3:48].[OH2:43].[Pd:49].[c:107]1([P:108]([c:109]2[cH:110][cH:111][cH:112][cH:113][cH:114]2)[c:115]2[cH:116][cH:117][cH:118][cH:119][cH:120]2)[cH:121][cH:122][cH:123][cH:124][cH:125]1.[c:50]1([P:51]([c:52]2[cH:53][cH:54][cH:55][cH:56][cH:57]2)[c:58]2[cH:59][cH:60][cH:61][cH:62][cH:63]2)[cH:64][cH:65][cH:66][cH:67][cH:68]1.[c:69]1([P:70]([c:71]2[cH:72][cH:73][cH:74][cH:75][cH:76]2)[c:77]2[cH:78][cH:79][cH:80][cH:81][cH:82]2)[cH:83][cH:84][cH:85][cH:86][cH:87]1.[c:88]1([P:89]([c:90]2[cH:91][cH:92][cH:93][cH:94][cH:95]2)[c:96]2[cH:97][cH:98][cH:99][cH:100][cH:101]2)[cH:102][cH:103][cH:104][cH:105][cH:106]1>>[c:2]1(-[c:26]2[n:25]([CH3:24])[cH:29][cH:28][cH:27]2)[cH:3][cH:4][c:5]2[c:6]([n:7]1)[s:8][c:9]([CH2:11][O:12][c:13]1[c:14]([F:23])[c:15]([C:16](=[O:17])[NH2:18])[c:19]([F:22])[cH:20][cH:21]1)[n:10]2. The reactants are CCOC(=O)Cn1ccc(NC(=O)C(CC(C)C)N2CC(Oc3cccc(C4CC4)c3F)=CC2=O)n1, [Li+], C1CCOC1, [OH-]. The product is CC(C)CC(C(=O)Nc1ccn(CC(=O)O)n1)N1CC(Oc2cccc(C3CC3)c2F)=CC1=O. Reaction SMILES: [CH2:1]([CH3:2])[O:3][C:4]([CH2:5][n:6]1[n:7][c:8]([NH:11][C:12]([CH:13]([CH2:14][CH:15]([CH3:16])[CH3:17])[N:18]2[C:19](=[O:34])[CH:20]=[C:21]([O:23][c:24]3[c:25]([F:33])[c:26]([CH:30]4[CH2:31][CH2:32]4)[cH:27][cH:28][cH:29]3)[CH2:22]2)=[O:35])[cH:9][cH:10]1)=[O:36].[Li+:37].[O:39]1[CH2:40][CH2:41][CH2:42][CH2:43]1.[OH-:38]>>[O:3]=[C:4]([CH2:5][n:6]1[n:7][c:8]([NH:11][C:12]([CH:13]([CH2:14][CH:15]([CH3:16])[CH3:17])[N:18]2[C:19](=[O:34])[CH:20]=[C:21]([O:23][c:24]3[c:25]([F:33])[c:26]([CH:30]4[CH2:31][CH2:32]4)[cH:27][cH:28][cH:29]3)[CH2:22]2)=[O:35])[cH:9][cH:10]1)[OH:36]. Reactants: CCOC(=O)CC1(C)C(=O)Nc2cccc([N+](=O)[O-])c21, CO, [H][H]. Yields the product CCOC(=O)CC1(C)C(=O)Nc2cccc(N)c21. Reaction SMILES: [CH3:1][C:2]1([CH2:15][C:16](=[O:17])[O:18][CH2:19][CH3:20])[C:3](=[O:14])[NH:4][c:5]2[cH:6][cH:7][cH:8][c:9]([N+:11]([O-:12])=[O:13])[c:10]21.[CH3:23][OH:24].[H:21][H:22]>>[CH3:1][C:2]1([CH2:15][C:16](=[O:17])[O:18][CH2:19][CH3:20])[C:3](=[O:14])[NH:4][c:5]2[cH:6][cH:7][cH:8][c:9]([NH2:11])[c:10]21. Starting materials: CCOc1ccc(Cc2ccc(CO)c(Br)c2)cc1, C1CCOC1, CN1CCOCC1, C[Si](C)(C)Cl, CCOC(C)=O, O. The product is CCOc1ccc(Cc2ccc(CO[Si](C)(C)C)c(Br)c2)cc1. Reaction SMILES: [Br:1][c:2]1[c:3]([CH2:18][OH:19])[cH:4][cH:5][c:6]([CH2:8][c:9]2[cH:10][cH:11][c:12]([O:15][CH2:16][CH3:17])[cH:13][cH:14]2)[cH:7]1.[CH2:38]1[O:39][CH2:40][CH2:41][CH2:42]1.[CH3:20][N:21]1[CH2:22][CH2:23][O:24][CH2:25][CH2:26]1.[CH3:27][Si:28]([CH3:29])([CH3:30])[Cl:31].[CH3:32][CH2:33][O:34][C:35]([CH3:36])=[O:37].[OH2:43]>>[Br:1][c:2]1[c:3]([CH2:18][O:19][Si:28]([CH3:27])([CH3:29])[CH3:30])[cH:4][cH:5][c:6]([CH2:8][c:9]2[cH:10][cH:11][c:12]([O:15][CH2:16][CH3:17])[cH:13][cH:14]2)[cH:7]1.